From a dataset of the Open Reaction Database (ORD), a public repository of structured organic reaction records. describe an organic reaction: reactants, conditions, products, and yield The reactants are O=C(CN1CCC(CC1)C(=O)N)CC (1-(2-oxobutyl)piperidine-4-carboxamide), [H-].[Al+3].[Li+].[H-].[H-].[H-] (lithium aluminum hydride), O (water), [OH-].[Na+] (sodium hydroxide), O (water). The solvent is O1CCCC1 (tetrahydrofuran). The product is NCC1CCN(CC1)CC(CC)O (1-[4-(aminomethyl)piperidin-1-yl]butan-2-ol). The yield is 109.1%. As a reaction SMILES: [O:1]=[C:2]([CH2:13][CH3:14])[CH2:3][N:4]1[CH2:9][CH2:8][CH:7]([C:10]([NH2:12])=O)[CH2:6][CH2:5]1.[H-].[Al+3].[Li+].[H-].[H-].[H-].O.[OH-].[Na+]>O1CCCC1>[NH2:12][CH2:10][CH:7]1[CH2:6][CH2:5][N:4]([CH2:3][CH:2]([OH:1])[CH2:13][CH3:14])[CH2:9][CH2:8]1 |f:1.2.3.4.5.6,8.9|. Reported procedure: To a stirred mixture of 1-(2-oxobutyl)piperidine-4-carboxamide (Example 13, Step 1, 1.60 g, 8.07 mmol) in tetrahydrofuran (200 mL) was added portionwise lithium aluminum hydride (920 mg, 24.21 mmol) at room temperature. The resulting mixture was refluxed for 5 h and cooled to room temperature. The mixture was treated with water (1.8 mL), 2N aqueous sodium hydroxide (3.6 mL) and water (1.8 mL). The mixture was filtered through a pad of Celite and the filtrate was concentrated in vacuo to afford 1... Starting materials: FC1=CC=C(CCl)C=C1 (p-fluorobenzyl chloride), C(C)O (ethanol), N1CCNCC1 (piperazine), C(C)O (ethanol). The solvent is CCOCC (ether), reagent, reagent. Reaction conditions: temperature 20 celsius, time 2 hour. The product is FC1=CC=C(CN2CCNCC2)C=C1 (1-(4-fluorobenzyl)piperazine). The yield is 55.7%. Reaction SMILES: [F:1][C:2]1[CH:9]=[CH:8][C:5]([CH2:6]Cl)=[CH:4][CH:3]=1.C(O)C.[NH:13]1[CH2:18][CH2:17][NH:16][CH2:15][CH2:14]1>CCOCC>[F:1][C:2]1[CH:9]=[CH:8][C:5]([CH2:6][N:13]2[CH2:18][CH2:17][NH:16][CH2:15][CH2:14]2)=[CH:4][CH:3]=1. Reported procedure: A solution of 29 g of p-fluorobenzyl chloride in 50 g of reagent ethanol was added dropwise to a stirred solution of 34.5 g of piperazine in 150 g of reagent ethanol. A cold water bath was used to maintain the reaction temperature at 20° C. during the addition. The reaction mixture was stirred for an additional 11/2 hours and then added to 2 liters of ether. Precipitated piperazine hydrochloride was filtered off. The filtrate was concentrated to an oil, which was chromatographed on a silica colu... The reactants are CC1=CC(=NC(=N1)SCC1=C(N=CN1C(C)C)C)O (6-methyl-2-({[4-methyl-1-(propan-2-yl)-1H-imidazol-5-yl]methyl}-sulfanyl)pyrimidin-4-ol), Cl.O1CCOCC1 (HCl dioxane). Run in CO (MeOH). The product is Cl.CC1=CC(=NC(=N1)SCC1=C(N=CN1C(C)C)C)O (6-methyl-2-({[4-methyl-1-(propan-2-yl)-1H-imidazol-5-yl]methyl}sulfanyl)pyrimidin-4-ol hydrochloride). Isolated yield 91.8%. Reaction SMILES: [CH3:1][C:2]1[N:7]=[C:6]([S:8][CH2:9][C:10]2[N:14]([CH:15]([CH3:17])[CH3:16])[CH:13]=[N:12][C:11]=2[CH3:18])[N:5]=[C:4]([OH:19])[CH:3]=1.[ClH:20].O1CCOCC1>CO>[ClH:20].[CH3:1][C:2]1[N:7]=[C:6]([S:8][CH2:9][C:10]2[N:14]([CH:15]([CH3:16])[CH3:17])[CH:13]=[N:12][C:11]=2[CH3:18])[N:5]=[C:4]([OH:19])[CH:3]=1 |f:1.2,4.5|. Reported procedure: To a mixture of 6-methyl-2-({[4-methyl-1-(propan-2-yl)-1H-imidazol-5-yl]methyl}-sulfanyl)pyrimidin-4-ol (200 mg, 0.72 mmol) in MeOH (3 mL) was added 4 M HCl/dioxane (1 mL, 4.0 mmol). The mixture was filtered to remove particles in suspension. The solution was evaporated and dried in vacuo, affording the title compound (208 mg, 92% yield); 1H NMR (400 MHz, DMSO-d6): δ 1.49 (d, 3H, J=6.7 Hz), 2.23 (s, 3H), 2.36 (s, 3H), 4.60 (s, 2H), 4.75 (m, 1H), 6.10 (s, 1H), 9.24 (s, 1H); M+ 279. Starting materials: P(=O)(Cl)(Cl)Cl (phosphorus oxychloride), [OH-].[Na+] (sodium hydroxide), C(#N)C=1C(=NC(=NC1)C1=CC=C(C=C1)OCCCCCC)O (5-cyano-4-hydroxy-2-(4-n-hexyloxyphenyl)-pyrimidine), Cl.C(CCCCC)OC1=CC=C(C(=N)N)C=C1 (p-n-hexyloxybenzamidine hydrochloride), C(C)OC(C(C#N)=COCC)=O (ethoxymethylene-α -cyanoacetic acid ethyl ester), CC[O-].[Na+] (sodium ethylate). The solvent is C(C)O (ethanol). Product: ClC1=NC(=NC=C1C#N)C1=CC=C(C=C1)OCCCCCC (4-chloro-5-cyano-2-(4-n-hexyloxyphenyl)-pyrimidine). As a reaction SMILES: Cl.C(OC1C=CC(C(N)=N)=CC=1)CCCCC.C(OC(=O)C(=COCC)C#N)C.CC[O-].[Na+].[OH-].[Na+].[C:36]([C:38]1[C:39](O)=[N:40][C:41]([C:44]2[CH:49]=[CH:48][C:47]([O:50][CH2:51][CH2:52][CH2:53][CH2:54][CH2:55][CH3:56])=[CH:46][CH:45]=2)=[N:42][CH:43]=1)#[N:37].P(Cl)(Cl)([Cl:60])=O>C(O)C>[Cl:60][C:39]1[C:38]([C:36]#[N:37])=[CH:43][N:42]=[C:41]([C:44]2[CH:49]=[CH:48][C:47]([O:50][CH2:51][CH2:52][CH2:53][CH2:54][CH2:55][CH3:56])=[CH:46][CH:45]=2)[N:40]=1 |f:0.1,3.4,5.6|. Reported procedure: The starting material can be obtained according to the procedure of A. R. Todd and F. Bergel, J. Chem. Soc. 1937, 365 by reaction of p-n-hexyloxybenzamidine hydrochloride with α -ethoxymethylene-α -cyanoacetic acid ethyl ester and sodium ethylate in ethanol and then with sodium hydroxide solution. The resulting 5-cyano-4-hydroxy-2-(4-n-hexyloxyphenyl)-pyrimidine (melting point 193.0° C; smectic up to 226.0° (clearing point)) is treated with phosphorus oxychloride to give 4-chloro-5-cyano-2-(4-n-... Starting materials: C1(=CC=CC=C1)CN1C(C(CCC1)CC1=CC=CC=C1)=O (1,3-diphenylmethyl-2-piperidinone), N (NH3). Solvent: C1CCOC1 (THF). Conditions: time 15 minute. Product: C1(=CC=CC=C1)CC1C(NCCC1)=O (3-phenylmethyl-2-piperidinone). Yield: 146.9%. Reaction SMILES: C1(C[N:8]2[CH2:13][CH2:12][CH2:11][CH:10]([CH2:14][C:15]3[CH:20]=[CH:19][CH:18]=[CH:17][CH:16]=3)[C:9]2=[O:21])C=CC=CC=1.N>C1COCC1>[C:15]1([CH2:14][CH:10]2[CH2:11][CH2:12][CH2:13][NH:8][C:9]2=[O:21])[CH:16]=[CH:17][CH:18]=[CH:19][CH:20]=1. Procedure details: A solution of 1,3-diphenylmethyl-2-piperidinone (2.79 g, 10 mmol) in dry THF (25 mL) was added at -78° C. to a well stirred solution of Li metal (0.70 g, 100 mmol) in liquid NH3 (200 mL). After 15 min, the cooling bath was removed, and the NH3 was allowed to escape (ca. 2 h). The resulting colorless residue was treated with saturated NH4Cl (50 mL), and extracted with EtOAc (3×50 mL). The combined organic extract was washed with brine (25 mL), dried over MgSO4, and concentrated in vacuo to give 2...